The task is: describe an organic reaction: reactants, conditions, products, and yield. This data is from the Open Reaction Database (ORD), a public repository of structured organic reaction records. The reactants are ClC(c1ccccc1)(c1ccccc1)c1ccccc1, CCN(C(C)C)C(C)C, CN(C)C=O, O=Cc1ncc[nH]1. Product: O=Cc1nccn1C(c1ccccc1)(c1ccccc1)c1ccccc1. RXN SMILES: [C:17]([c:18]1[cH:19][cH:20][cH:21][cH:22][cH:23]1)([c:24]1[cH:25][cH:26][cH:27][cH:28][cH:29]1)([c:30]1[cH:31][cH:32][cH:33][cH:34][cH:35]1)[Cl:36].[CH:8]([N:9]([CH2:10][CH3:11])[CH:12]([CH3:13])[CH3:14])([CH3:15])[CH3:16].[O:37]=[CH:38][N:39]([CH3:40])[CH3:41].[nH:1]1[c:2]([CH:6]=[O:7])[n:3][cH:4][cH:5]1>>[n:1]1([C:17]([c:18]2[cH:19][cH:20][cH:21][cH:22][cH:23]2)([c:24]2[cH:25][cH:26][cH:27][cH:28][cH:29]2)[c:30]2[cH:31][cH:32][cH:33][cH:34][cH:35]2)[c:2]([CH:6]=[O:7])[n:3][cH:4][cH:5]1.